Dataset: the Open Reaction Database (ORD), a public repository of structured organic reaction records. Task: describe an organic reaction: reactants, conditions, products, and yield The reactants are COC(=O)c1c(Cl)cccc1S(N)(=O)=O, [Na+], [OH-], O. Yields the product O=C1NS(=O)(=O)c2cccc(Cl)c21. Reaction SMILES: [Cl:1][c:2]1[cH:3][cH:4][cH:5][c:6]([S:12](=[O:13])(=[O:14])[NH2:15])[c:7]1[C:8](=[O:9])[O:10][CH3:11].[Na+:17].[OH-:16].[OH2:18]>>[Cl:1][c:2]1[cH:3][cH:4][cH:5][c:6]2[c:7]1[C:8](=[O:9])[NH:15][S:12]2(=[O:13])=[O:14].